From a dataset of the Open Reaction Database (ORD), a public repository of structured organic reaction records. describe an organic reaction: reactants, conditions, products, and yield Solvent: Cl (HCl). Reaction conditions: time 3 hour. Reactants: BrC1=C(C=CC(=C1)Cl)C(CC(=O)C=1C(=C(C(=CC1OC)OC)C1C(N(CC1)C)COC(C)=O)O)=O (acetic acid 3-{3-[3-(2-bromo-4-chlorophenyl)-3-oxo propionyl]-2-hydroxy-4,6-dimethoxyphenyl}-1-methyl-pyrrolidin-2-ylmethyl ester), C(=O)(O)[O-].[Na+] (NaHCO3). Yields the product BrC1=C(C=CC(=C1)Cl)C=1OC2=C(C(=CC(=C2C(C1)=O)OC)OC)[C@H]1[C@@H](N(CC1)C)CO ((+)-trans-2-(2-bromo-4-chloro phenyl)-8-(2-hydroxymethyl-1-methylpyrrolidin-3-yl)-5,7-dimethoxy-chromen-4-one). Reaction SMILES: [Br:1][C:2]1[CH:7]=[C:6]([Cl:8])[CH:5]=[CH:4][C:3]=1[C:9](=[O:35])[CH2:10][C:11]([C:13]1[C:14](O)=[C:15]([CH:23]2[CH2:27][CH2:26][N:25]([CH3:28])[CH:24]2[CH2:29][O:30]C(=O)C)[C:16]([O:21][CH3:22])=[CH:17][C:18]=1[O:19][CH3:20])=[O:12].C([O-])(O)=O.[Na+]>Cl>[Br:1][C:2]1[CH:7]=[C:6]([Cl:8])[CH:5]=[CH:4][C:3]=1[C:9]1[O:35][C:14]2[C:13]([C:11](=[O:12])[CH:10]=1)=[C:18]([O:19][CH3:20])[CH:17]=[C:16]([O:21][CH3:22])[C:15]=2[C@@H:23]1[CH2:27][CH2:26][N:25]([CH3:28])[C@H:24]1[CH2:29][OH:30] |f:1.2|. Procedure details: To a solution of n-BuLi (15% in hexane, 0.9 mL, 2 mmol) in THF (10 mL), maintained at 0° C. under nitrogen atmosphere, hexamethyldisilazane (0.44 mL, 2 mmol) was added dropwise and stirred for 15 min. To this, a solution of the compound of example (67) (0.6 g, 1 mmol) in THF (10 mL) was added dropwise, maintaining the temperature at 0° C. After the addition, the reaction was allowed to warm to room temperature and stirred for 2.5 hrs. The reaction mixture was acidified with dilute HCl, and basif... Starting materials: CC=1C=CC=2C=CC=3C=CC(=NC3C2N1)C (neocuproine), C(CCCC)OC(C1=CC(=NC=C1I)N)=O (2-amino-5-iodo-isonicotinic acid pentyl ester), N1(CCCCC1)S(=O)(=O)C1=CC=C(C=C1)S (4-(piperidine-1-sulfonyl)-benzenethiol), CC(C)([O-])C.[Na+] (sodium t-butoxide). The reagents and catalysts are [Cu](I)I (Copper iodide). Run in C1(=CC=CC=C1)C (toluene). The product is C(CCCC)OC(C1=CC(=NC=C1SC1=CC=C(C=C1)S(=O)(=O)N1CCCCC1)N)=O (2-amino-5-[4-(piperidine-1-sulfonyl)-phenylsulfanyl]-isonicotinic acid pentyl ester). The yield is 55.6%. RXN SMILES: CC1C=CC2C=CC3C=CC(C)=NC=3C=2N=1.[CH2:17]([O:22][C:23](=[O:32])[C:24]1[C:29](I)=[CH:28][N:27]=[C:26]([NH2:31])[CH:25]=1)[CH2:18][CH2:19][CH2:20][CH3:21].[N:33]1([S:39]([C:42]2[CH:47]=[CH:46][C:45]([SH:48])=[CH:44][CH:43]=2)(=[O:41])=[O:40])[CH2:38][CH2:37][CH2:36][CH2:35][CH2:34]1.CC(C)([O-])C.[Na+]>C1(C)C=CC=CC=1.[Cu](I)I>[CH2:17]([O:22][C:23](=[O:32])[C:24]1[C:29]([S:48][C:45]2[CH:44]=[CH:43][C:42]([S:39]([N:33]3[CH2:38][CH2:37][CH2:36][CH2:35][CH2:34]3)(=[O:40])=[O:41])=[CH:47][CH:46]=2)=[CH:28][N:27]=[C:26]([NH2:31])[CH:25]=1)[CH2:18][CH2:19][CH2:20][CH3:21] |f:3.4|. Procedure details: Copper iodide (26 mg, 0.14 mmol) and neocuproine (29 mg, 0.14 mmol) were added to a stirred mixture of 2-amino-5-iodo-isonicotinic acid pentyl ester (450 mg, 1.35 mmol), 4-(piperidine-1-sulfonyl)-benzenethiol (449 mg, 1.49 mmol) and sodium t-butoxide (195 mg, 2.025 mmol) in toluene (10 ml) and the reaction was heated to reflux overnight. The reaction was cooled to room temperature, solids filtered off through celite and the filtrate concentrated under reduced pressure onto silica. The residue wa...